This data is from the Open Reaction Database (ORD), a public repository of structured organic reaction records. The task is: describe an organic reaction: reactants, conditions, products, and yield Reactants: ClC1=C2C(=C(N=N1)Cl)C=NC(=C2C)C2=CC=CC=C2 (1,4-dichloro-8-methyl-7-phenylpyrido[3,4-d]pyridazine), C(C)C1=C(N=CO1)C1=CC=CC=C1 (5-ethyl-4-phenyloxazole). Yields the product ClC1=C2C(=C(N=N1)Cl)C=NC(=C2CC)C2=CC=CC=C2 (1,4-dichloro-8-ethyl-7-phenylpyrido[3,4-d]pyridazine). As a reaction SMILES: [Cl:1][C:2]1[N:7]=[N:6][C:5]([Cl:8])=[C:4]2[CH:9]=[N:10][C:11]([C:14]3[CH:19]=[CH:18][CH:17]=[CH:16][CH:15]=3)=[C:12]([CH3:13])[C:3]=12.[CH2:20](C1OC=NC=1C1C=CC=CC=1)C>>[Cl:1][C:2]1[N:7]=[N:6][C:5]([Cl:8])=[C:4]2[CH:9]=[N:10][C:11]([C:14]3[CH:15]=[CH:16][CH:17]=[CH:18][CH:19]=3)=[C:12]([CH2:13][CH3:20])[C:3]=12. Reported procedure: In a procedure similar to (1), 11 g. of 5-ethyl-4-phenyloxazole is used instead of 5-methyl-4-phenyloxazole, whereby 3.2 g. of the above-indicated compound is obtained. Starting materials: C, CO, CCC(=COCCCl)C(=O)OC, [H][H], [Pd]. The product is CCC(COCCCl)C(=O)OC. As a reaction SMILES: [C:17].[CH3:15][OH:16].[CH3:1][O:2][C:3]([C:4](=[CH:5][O:6][CH2:7][CH2:8][Cl:9])[CH2:10][CH3:11])=[O:12].[H:13][H:14].[Pd:18]>>[CH3:1][O:2][C:3]([CH:4]([CH2:5][O:6][CH2:7][CH2:8][Cl:9])[CH2:10][CH3:11])=[O:12]. Reactants: B(OC(C)C)(OC(C)C)OC(C)C (triisopropyl borate), [Cl-].[NH4+] (ammonium chloride), C(C)(C)(C)[Li] (tert-butyllithium), C(C)(C)(C)OC1=CC=C(C=C1)Br (4-bromophenyl tert-butyl ether). Run in O1CCCC1 (tetrahydrofuran), CCOCC (ether), O1CCCC1 (tetrahydrofuran). Product: C(C)(C)(C)OC1=CC=C(C=C1)B(O)O (4-tert-butoxybenzeneboronic acid). Reaction SMILES: C([Li])(C)(C)C.[C:6]([O:10][C:11]1[CH:16]=[CH:15][C:14](Br)=[CH:13][CH:12]=1)([CH3:9])([CH3:8])[CH3:7].[B:18](OC(C)C)([O:23]C(C)C)[O:19]C(C)C.[Cl-].[NH4+]>O1CCCC1.CCOCC>[C:6]([O:10][C:11]1[CH:16]=[CH:15][C:14]([B:18]([OH:23])[OH:19])=[CH:13][CH:12]=1)([CH3:9])([CH3:8])[CH3:7] |f:3.4|. Procedure: A solution of tert-butyllithium (1.7 M in pentane, 12 ml, CAUTION-PYROPHORIC) was added dropwise to a stirring solution of 4-bromophenyl tert-butyl ether (2.33 g) in tetrahydrofuran (20 ml) at -70° C. After a further 5 minutes the resulting solution of anion was added dropwise to a solution of triisopropyl borate (6 ml) in tetrahydrofuran (10 ml) at -70 ° C. After the addition was complete the reaction mixture was allowed to warm to room temperature. After 20 minutes a solution of saturated aque... Starting materials: ClC1=C(C=C(C(=O)N)C=C1N)N (4-chloro-3,5-diaminobenzamide), COCC(=O)Cl (methoxyacetyl chloride). Run in N1=CC=CC=C1 (pyridine). Reaction conditions: time 3 hour. Yields the product COCC(=O)NC=1C=C(C(=O)N)C=C(C1Cl)NC(COC)=O (3,5-bis(methoxyacetylamino)-4-chlorobenzamide). Reaction SMILES: [Cl:1][C:2]1[C:10]([NH2:11])=[CH:9][C:5]([C:6]([NH2:8])=[O:7])=[CH:4][C:3]=1[NH2:12].[CH3:13][O:14][CH2:15][C:16](Cl)=[O:17]>N1C=CC=CC=1>[CH3:13][O:14][CH2:15][C:16]([NH:12][C:3]1[CH:4]=[C:5]([CH:9]=[C:10]([NH:11][C:16](=[O:17])[CH2:15][O:14][CH3:13])[C:2]=1[Cl:1])[C:6]([NH2:8])=[O:7])=[O:17]. Procedure details: To a solution of 4-chloro-3,5-diaminobenzamide (2.8 g) in pyridine (40 ml) is added dropwise methoxyacetyl chloride (3.0 ml) at room temperature. The mixture is stirred at room temperature for 3 hours, and thereafter, pyridine is distilled off under reduced pressure. To the residue is added water, and the resulting solid substance is separated by filtration and washed with water. The resulting crude crystals are recrystallized from ethanolethyl acetate-hexane to give the title compound (4.0 g) h... Starting materials: C(CCC)P(CCCC)CCCC (tributylphosphine), CC1=C(OC2=C1C(=CC=C2)OC2CCN(CC2)CC=2C=NC=CC2)CO ([3-methyl-4-(1-pyridin-3-ylmethyl-piperidin-4-yloxy)-benzofuran-2-yl]-methanol), C(C)OCC=1OC2=C(C1)C=C(C=C2)O (2-ethoxymethyl-benzofuran-5-ol), N(=NC(=O)N(C)C)C(=O)N(C)C (1,1′-azobis(N,N-dimethylformamide)). The solvent is C1CCOC1 (THF), C(C)(=O)OCC (ethyl acetate). Reaction conditions: temperature -30 celsius, time 8 hour. Product: C(C)OCC=1OC2=C(C1)C=C(C=C2)OCC=2OC1=C(C2C)C(=CC=C1)OC1CCN(CC1)CC=1C=NC=CC1 (3-[4-[2-(2-ethoxymethyl-benzofuran-5-yloxymethyl)-3-methyl-benzofuran-4-yloxy]-piperidin-1-ylmethyl]-pyridine). Isolated yield 61.6%. RXN SMILES: [CH3:1][C:2]1[C:6]2[C:7]([O:11][CH:12]3[CH2:17][CH2:16][N:15]([CH2:18][C:19]4[CH:20]=[N:21][CH:22]=[CH:23][CH:24]=4)[CH2:14][CH2:13]3)=[CH:8][CH:9]=[CH:10][C:5]=2[O:4][C:3]=1[CH2:25][OH:26].[CH2:27]([O:29][CH2:30][C:31]1[O:32][C:33]2[CH:39]=[CH:38][C:37](O)=[CH:36][C:34]=2[CH:35]=1)[CH3:28].N(C(N(C)C)=O)=NC(N(C)C)=O.C(P(CCCC)CCCC)CCC>C1COCC1.C(OCC)(=O)C>[CH2:27]([O:29][CH2:30][C:31]1[O:32][C:33]2[CH:39]=[CH:38][C:37]([O:26][CH2:25][C:3]3[O:4][C:5]4[CH:10]=[CH:9][CH:8]=[C:7]([O:11][CH:12]5[CH2:17][CH2:16][N:15]([CH2:18][C:19]6[CH:20]=[N:21][CH:22]=[CH:23][CH:24]=6)[CH2:14][CH2:13]5)[C:6]=4[C:2]=3[CH3:1])=[CH:36][C:34]=2[CH:35]=1)[CH3:28]. Reported procedure: To a cooled (−30° C.) solution of [3-methyl-4-(1-pyridin-3-ylmethyl-piperidin-4-yloxy)-benzofuran-2-yl]-methanol (30 mg), 2-ethoxymethyl-benzofuran-5-ol (16 mg) and 1,1′-azobis(N,N-dimethylformamide) (37 mg) in THF (1 ml) was added tributylphosphine (53 μl) and the resulting solution was stirred overnight at −30° C. The resulting suspension was diluted with ethyl acetate, washed with water and brine, dried over anhydrous sodium sulfate and evaporated to dryness. The residue was purified by prepa... The reactants are [Cl-].[Na+] (sodium chloride), C(=O)NC(CC1=CC=C(C=C1)CC(=O)OC)C=1C=NC=CC1 (methyl 4-[2-formamido-2-(3-pyridyl)ethyl]phenylacetate), S(O)(O)(=O)=O (sulfuric acid). Run in C(C)(=O)OCC (ethyl acetate), methanol-1,4 dioxane, C(C)(=O)OCC (ethyl acetate). Reaction conditions: temperature 60 celsius. The product is NC(CC1=CC=C(C=C1)CC(=O)OC)C=1C=NC=CC1 (methyl 4-[2-amino-2-(3-pyridyl)ethyl]phenylacetate). The yield is 31.9%. RXN SMILES: C([NH:3][CH:4]([C:17]1[CH:18]=[N:19][CH:20]=[CH:21][CH:22]=1)[CH2:5][C:6]1[CH:11]=[CH:10][C:9]([CH2:12][C:13]([O:15][CH3:16])=[O:14])=[CH:8][CH:7]=1)=O.S(=O)(=O)(O)O.[Cl-].[Na+]>C(OCC)(=O)C>[NH2:3][CH:4]([C:17]1[CH:18]=[N:19][CH:20]=[CH:21][CH:22]=1)[CH2:5][C:6]1[CH:7]=[CH:8][C:9]([CH2:12][C:13]([O:15][CH3:16])=[O:14])=[CH:10][CH:11]=1 |f:2.3|. Reported procedure: To 0.38 g of methyl 4-[2-formamido-2-(3-pyridyl)ethyl]phenylacetate in 10 ml of methanol-1,4 dioxane (1:1) in solution was added 5 ml of 4% sulfuric acid, and stirred under heating at 60° C. for one hour, which was then poured into saturated aqueous sodium chloride solution for extraction with ethyl acetate. The ethyl acetate phase obtained was washed in saturated aqueous sodium chloride solution and dried over magnesium sulfate, followed by distillation of the solvent, to produce 0.11 g of meth...